This data is from the Open Reaction Database (ORD), a public repository of structured organic reaction records. The task is: describe an organic reaction: reactants, conditions, products, and yield Procedure: A solution of 2,3-difluoro-4-nitroanisole (10 g) in 48% HBr (60 mL) and 30% HBr in acetic acid (30 mL) was stirred at 120° C. overnight. The mixture was cooled to room temperature and extracted with ethyl acetate (3×200 mL) and the combined extracts were washed with brine and dried over Na2SO4. Filtration and evaporation of the solvent gave the product. Starting materials: FC1=C(C=CC(=C1F)[N+](=O)[O-])OC (2,3-difluoro-4-nitroanisole). Run in Br (HBr), Br (HBr), C(C)(=O)O (acetic acid). The product is FC1=C(C=CC(=C1F)[N+](=O)[O-])O (2,3-difluoro-4-nitrophenol). RXN SMILES: [F:1][C:2]1[C:7]([F:8])=[C:6]([N+:9]([O-:11])=[O:10])[CH:5]=[CH:4][C:3]=1[O:12]C>Br.C(O)(=O)C>[F:1][C:2]1[C:7]([F:8])=[C:6]([N+:9]([O-:11])=[O:10])[CH:5]=[CH:4][C:3]=1[OH:12].